Task: describe an organic reaction: reactants, conditions, products, and yield. Dataset: the Open Reaction Database (ORD), a public repository of structured organic reaction records Starting materials: IC1=CC2=C(CCN(CC2)C(=O)OC(C)(C)C)C=C1OCC1=CC=CC=C1 (1,1-dimethylethyl 7-iodo-8-[(phenylmethyl)oxy]-1,2,4,5-tetrahydro-3H-3-benzazepine-3-carboxylate), C(C1=CC=CC=C1)OC1=CC2=C(CCNCC2)C=C1 (7-Benzyloxy-1,2,4,5-tetrahydro-benzo[d]azepine). Product: IC1=CC2=C(CCNCC2)C=C1OCC1=CC=CC=C1 (7-Iodo-8-[(phenylmethyl)oxy]-2,3,4,5-tetrahydro-1H-3-benzazepine). RXN SMILES: [I:1][C:2]1[C:19]([O:20][CH2:21][C:22]2[CH:27]=[CH:26][CH:25]=[CH:24][CH:23]=2)=[CH:18][C:5]2[CH2:6][CH2:7][N:8](C(OC(C)(C)C)=O)[CH2:9][CH2:10][C:4]=2[CH:3]=1.C(OC1C=CC2CCNCCC=2C=1)C1C=CC=CC=1>>[I:1][C:2]1[C:19]([O:20][CH2:21][C:22]2[CH:27]=[CH:26][CH:25]=[CH:24][CH:23]=2)=[CH:18][C:5]2[CH2:6][CH2:7][NH:8][CH2:9][CH2:10][C:4]=2[CH:3]=1. Procedure details: Description D45 (D45) was prepared from 1,1-dimethylethyl 7-iodo-8-[(phenylmethyl)oxy]-1,2,4,5-tetrahydro-3H-3-benzazepine-3-carboxylate (D44) using the analogous method to that described for Description 2 (D2); MS (ES+) m/e 380 [M+H]+. Isolated yield 92.0%. Procedure details: Into the same apparatus as used in the method A, were charged 300 g (2 mol) of 3,5-dimethylbenzoic acid and 357.2 g (3 mol) of thionyl chloride. The temperature was raised to 80° C. while stirring in a nitrogen atmosphere to allow the reaction to proceed for 3 h under reflux. During the reaction, sulfur dioxide and hydrogen chloride generated were washed away and captured by an aqueous alkali solution, The result of analysis of the reaction product solution showed the production of 310 g (1.84 m... As a reaction SMILES: [CH3:1][C:2]1[CH:3]=[C:4]([CH:8]=[C:9]([CH3:11])[CH:10]=1)[C:5](O)=[O:6].S(Cl)([Cl:14])=O.S(=O)=O.Cl>>[CH3:1][C:2]1[CH:3]=[C:4]([CH:8]=[C:9]([CH3:11])[CH:10]=1)[C:5]([Cl:14])=[O:6]. Starting materials: CC=1C=C(C(=O)O)C=C(C1)C (3,5-dimethylbenzoic acid), S(=O)(Cl)Cl (thionyl chloride), S(=O)=O (sulfur dioxide), Cl (hydrogen chloride). Conditions: temperature 80 celsius, time 3 hour. The product is CC=1C=C(C(=O)Cl)C=C(C1)C (3,5-dimethylbenzoyl chloride). Starting materials: CC[SiH](CC)CC, CCCCCCCC(CC(O)CSC(c1ccccc1)(c1ccccc1)c1ccccc1)C(=O)NC(C(=O)NC)C(C)(C)C, ClCCl, O=C(O)C(F)(F)F. The product is CCCCCCCC(CC(O)CS)C(=O)NC(C(=O)NC)C(C)(C)C. RXN SMILES: [CH2:45]([SiH:46]([CH2:47][CH3:48])[CH2:49][CH3:50])[CH3:51].[CH3:1][C:2]([CH:3]([C:4]([NH:5][CH3:6])=[O:7])[NH:8][C:9]([CH:10]([CH2:11][CH2:12][CH2:13][CH2:14][CH2:15][CH2:16][CH3:17])[CH2:18][CH:19]([CH2:20][S:21][C:22]([c:23]1[cH:24][cH:25][cH:26][cH:27][cH:28]1)([c:29]1[cH:30][cH:31][cH:32][cH:33][cH:34]1)[c:35]1[cH:36][cH:37][cH:38][cH:39][cH:40]1)[OH:41])=[O:42])([CH3:43])[CH3:44].[Cl:59][CH2:60][Cl:61].[OH:52][C:53]([C:54]([F:55])([F:56])[F:57])=[O:58]>>[CH3:1][C:2]([CH:3]([C:4]([NH:5][CH3:6])=[O:7])[NH:8][C:9]([CH:10]([CH2:11][CH2:12][CH2:13][CH2:14][CH2:15][CH2:16][CH3:17])[CH2:18][CH:19]([CH2:20][SH:21])[OH:41])=[O:42])([CH3:43])[CH3:44].